Dataset: the Open Reaction Database (ORD), a public repository of structured organic reaction records. Task: describe an organic reaction: reactants, conditions, products, and yield Reactants: CC(C)(C)OC(=O)NC(C(=O)N1CCOCC1)c1ccccc1, Cl, C1COCCO1. Yields the product Cl, NC(C(=O)N1CCOCC1)c1ccccc1. Reaction SMILES: [C:1]([O:2][C:3](=[O:4])[NH:8][CH:9]([C:10](=[O:11])[N:12]1[CH2:13][CH2:14][O:15][CH2:16][CH2:17]1)[c:18]1[cH:19][cH:20][cH:21][cH:22][cH:23]1)([CH3:5])([CH3:6])[CH3:7].[ClH:24].[O:25]1[CH2:26][CH2:27][O:28][CH2:29][CH2:30]1>>[ClH:24].[NH2:8][CH:9]([C:10](=[O:11])[N:12]1[CH2:13][CH2:14][O:15][CH2:16][CH2:17]1)[c:18]1[cH:19][cH:20][cH:21][cH:22][cH:23]1. Reactants: CC(=O)[O-], CC(=O)[O-], CC(C)(C)[O-], Cc1c(Cl)ncnc1OC1CCN(C(=O)OC(C)C)CC1, Nc1ccc(I)cc1F, [Na+], C1COCCO1, [Pd+2], CC(C)(C)P(c1cccc(-c2ccccc2)c1)C(C)(C)C. Yields the product Cc1c(Nc2ccc(I)cc2F)ncnc1OC1CCN(C(=O)OC(C)C)CC1. Reaction SMILES: [C:64]([O-:65])(=[O:66])[CH3:67].[C:69]([O-:70])(=[O:71])[CH3:72].[CH3:43][C:44]([CH3:45])([O-:46])[CH3:47].[CH:1]([CH3:2])([CH3:3])[O:4][C:5](=[O:6])[N:7]1[CH2:8][CH2:9][CH:10]([O:13][c:14]2[n:15][cH:16][n:17][c:18]([Cl:21])[c:19]2[CH3:20])[CH2:11][CH2:12]1.[I:49][c:50]1[cH:51][c:52]([F:57])[c:53]([NH2:54])[cH:55][cH:56]1.[Na+:48].[O:58]1[CH2:59][CH2:60][O:61][CH2:62][CH2:63]1.[Pd+2:68].[c:22]1(-[c:23]2[cH:24][cH:25][cH:26][cH:27][cH:28]2)[cH:29][cH:30][cH:31][c:32]([P:33]([C:34]([CH3:35])([CH3:36])[CH3:37])[C:38]([CH3:39])([CH3:40])[CH3:41])[cH:42]1>>[CH:1]([CH3:2])([CH3:3])[O:4][C:5](=[O:6])[N:7]1[CH2:8][CH2:9][CH:10]([O:13][c:14]2[n:15][cH:16][n:17][c:18]([NH:54][c:53]3[c:52]([F:57])[cH:51][c:50]([I:49])[cH:56][cH:55]3)[c:19]2[CH3:20])[CH2:11][CH2:12]1.